This data is from the Open Reaction Database (ORD), a public repository of structured organic reaction records. The task is: describe an organic reaction: reactants, conditions, products, and yield Reactants: CCC(CC)c1cc(C)nn2c(-c3sc(Br)nc3C)c(C)nc12, C1CCOC1, [Li]CCCC, CCCCCC, Cn1cncn1, [Cl-], [Cl-], [Zn+2]. The product is CCC(CC)c1cc(C)nn2c(-c3sc(-c4ncnn4C)nc3C)c(C)nc12. RXN SMILES: [Br:18][c:19]1[s:20][c:21](-[c:25]2[c:26]([CH3:40])[n:27][c:28]3[n:29]2[n:30][c:31]([CH3:39])[cH:32][c:33]3[CH:34]([CH2:35][CH3:36])[CH2:37][CH3:38])[c:22]([CH3:24])[n:23]1.[CH2:41]1[O:42][CH2:43][CH2:44][CH2:45]1.[CH2:7]([Li:8])[CH2:9][CH2:10][CH3:11].[CH3:12][CH2:13][CH2:14][CH2:15][CH2:16][CH3:17].[CH3:1][n:2]1[n:3][cH:4][n:5][cH:6]1.[Cl-:46].[Cl-:48].[Zn+2:47]>>[CH3:1][n:2]1[n:3][cH:4][n:5][c:6]1-[c:19]1[s:20][c:21](-[c:25]2[c:26]([CH3:40])[n:27][c:28]3[n:29]2[n:30][c:31]([CH3:39])[cH:32][c:33]3[CH:34]([CH2:35][CH3:36])[CH2:37][CH3:38])[c:22]([CH3:24])[n:23]1. Starting materials: COc1ccc2c(cnn2C(C)=O)c1C(F)(F)F, CO, Cl, [Na+], C1CCOC1, [OH-], O. Product: COc1ccc2[nH]ncc2c1C(F)(F)F. As a reaction SMILES: [C:3](=[O:4])([CH3:5])[n:6]1[n:7][cH:8][c:9]2[c:10]([C:17]([F:18])([F:19])[F:20])[c:11]([O:15][CH3:16])[cH:12][cH:13][c:14]12.[CH3:22][OH:23].[ClH:21].[Na+:2].[O:24]1[CH2:25][CH2:26][CH2:27][CH2:28]1.[OH-:1].[OH2:29]>>[nH:6]1[n:7][cH:8][c:9]2[c:10]([C:17]([F:18])([F:19])[F:20])[c:11]([O:15][CH3:16])[cH:12][cH:13][c:14]12. Reactants: O=C([O-])[O-], Nc1cc(Cl)sc1S(N)(=O)=O, [Na+], [Na+], C1COCCO1, O, OB(O)c1ccc(F)cc1, c1ccc(P(c2ccccc2)(c2ccccc2)[Pd](P(c2ccccc2)(c2ccccc2)c2ccccc2)(P(c2ccccc2)(c2ccccc2)c2ccccc2)P(c2ccccc2)(c2ccccc2)c2ccccc2)cc1. Yields the product Nc1cc(-c2ccc(F)cc2)sc1S(N)(=O)=O. RXN SMILES: [C:22](=[O:23])([O-:24])[O-:25].[NH2:1][c:2]1[c:3]([S:8](=[O:9])(=[O:10])[NH2:11])[s:4][c:5]([Cl:7])[cH:6]1.[Na+:26].[Na+:27].[O:29]1[CH2:30][CH2:31][O:32][CH2:33][CH2:34]1.[OH2:28].[OH:12][B:13]([OH:14])[c:15]1[cH:16][cH:17][c:18]([F:19])[cH:20][cH:21]1.[cH:35]1[cH:36][cH:37][c:38]([P:39]([Pd:40]([P:41]([c:42]2[cH:43][cH:44][cH:45][cH:46][cH:47]2)([c:48]2[cH:49][cH:50][cH:51][cH:52][cH:53]2)[c:54]2[cH:55][cH:56][cH:57][cH:58][cH:59]2)([P:60]([c:61]2[cH:62][cH:63][cH:64][cH:65][cH:66]2)([c:67]2[cH:68][cH:69][cH:70][cH:71][cH:72]2)[c:73]2[cH:74][cH:75][cH:76][cH:77][cH:78]2)[P:79]([c:80]2[cH:81][cH:82][cH:83][cH:84][cH:85]2)([c:86]2[cH:87][cH:88][cH:89][cH:90][cH:91]2)[c:92]2[cH:93][cH:94][cH:95][cH:96][cH:97]2)([c:98]2[cH:99][cH:100][cH:101][cH:102][cH:103]2)[c:104]2[cH:105][cH:106][cH:107][cH:108][cH:109]2)[cH:110][cH:111]1>>[NH2:1][c:2]1[c:3]([S:8](=[O:9])(=[O:10])[NH2:11])[s:4][c:5](-[c:15]2[cH:16][cH:17][c:18]([F:19])[cH:20][cH:21]2)[cH:6]1.